This data is from the Open Reaction Database (ORD), a public repository of structured organic reaction records. The task is: describe an organic reaction: reactants, conditions, products, and yield Product: Clc1cc(NC23CC4CC(CC(C4)C2)C3)nc(NC23CC4CC(CC(C4)C2)C3)n1. Reactants: Clc1cc(NC23CC4CC(CC(C4)C2)C3)nc(Cl)n1, CCCCO, NC12CC3CC(CC(C3)C1)C2. Reaction SMILES: [C:1]12([NH:11][c:12]3[n:13][c:14]([Cl:19])[n:15][c:16]([Cl:18])[cH:17]3)[CH2:2][CH:3]3[CH2:4][CH:5]([CH2:6][CH:7]([CH2:8]1)[CH2:9]3)[CH2:10]2.[CH2:31]([OH:32])[CH2:33][CH2:34][CH3:35].[NH2:20][C:21]12[CH2:22][CH:23]3[CH2:24][CH:25]([CH2:26][CH:27]([CH2:28]1)[CH2:29]3)[CH2:30]2>>[C:1]12([NH:11][c:12]3[n:13][c:14]([NH:20][C:21]45[CH2:22][CH:23]6[CH2:24][CH:25]([CH2:26][CH:27]([CH2:28]4)[CH2:29]6)[CH2:30]5)[n:15][c:16]([Cl:18])[cH:17]3)[CH2:2][CH:3]3[CH2:4][CH:5]([CH2:6][CH:7]([CH2:8]1)[CH2:9]3)[CH2:10]2. As a reaction SMILES: [Br:1][C:2]1[CH:18]=[CH:17][C:5]2[S:6][C:7]([C:15]#[N:16])=[C:8]([C:9]3[CH:14]=[CH:13][CH:12]=[CH:11][CH:10]=3)[C:4]=2[CH:3]=1.B#B.[ClH:21].[OH-].[Na+]>O1CCCC1>[ClH:21].[NH2:16][CH2:15][C:7]1[S:6][C:5]2[CH:17]=[CH:18][C:2]([Br:1])=[CH:3][C:4]=2[C:8]=1[C:9]1[CH:10]=[CH:11][CH:12]=[CH:13][CH:14]=1 |f:3.4,6.7|. Starting materials: BrC1=CC2=C(SC(=C2C2=CC=CC=C2)C#N)C=C1 (5-bromo-2-cyano-3-phenylbenzo[b]thiophene), [OH-].[Na+] (sodium hydroxide), B#B (diborane), Cl (hydrochloric acid). Procedure: Treat 1.4 g. of 5-bromo-2-cyano-3-phenylbenzo[b]thiophene (0.0045 mole) in 40 ml. of tetrahydrofuran with 10 ml. of 1 molar diborane in tetrahydrofuran. Reflux the solution for 11/2 hours. Slowly add 10 ml. of 5% hydrochloric acid. Heat the mixture for 1/2 hour, cool and add sufficient sodium hydroxide solution to basicity. Extract the solution with ether and wash twice with water. Dry the ether layer (MgSO4), filter and mix with 50 ml. of ether saturated with hydrogen chloride. Dry the precipit... Yields the product Cl.NCC1=C(C2=C(S1)C=CC(=C2)Br)C2=CC=CC=C2 (2-Aminomethyl-5-bromo-3-phenylbenzo[b]thiophene hydrochloride). The solvent is O1CCCC1 (tetrahydrofuran), O1CCCC1 (tetrahydrofuran). Starting materials: C(CCC)OC(=C)C=1C=CC(=NC1)OC(F)F (5-(1-butoxyvinyl)-2-difluoromethoxypyridine), BrN1C(CCC1=O)=O (N-bromosuccinimide). The solvent is C1CCOC1.O (THF H2O), O (water). Conditions: temperature 0 celsius, time 1 hour. Product: BrCC(=O)C=1C=NC(=CC1)OC(F)F (2-bromo-1-(6-difluoromethoxypyrid-3-yl)ethanone). The yield is 75.2%. Reaction SMILES: C([O:5][C:6]([C:8]1[CH:9]=[CH:10][C:11]([O:14][CH:15]([F:17])[F:16])=[N:12][CH:13]=1)=[CH2:7])CCC.[Br:18]N1C(=O)CCC1=O>C1COCC1.O.O>[Br:18][CH2:5][C:6]([C:8]1[CH:13]=[N:12][C:11]([O:14][CH:15]([F:17])[F:16])=[CH:10][CH:9]=1)=[O:7] |f:2.3|. Reported procedure: A solution of 100 mg (0.41 mmol) of 5-(1-butoxyvinyl)-2-difluoromethoxypyridine in 4 mL of THF/H2O (3/1: v/v) is cooled to 0° C. 74 mg (0.41 mmol) of N-bromosuccinimide are then added in a single portion. The yellow solution is stirred at 0° C. for 1 hour and then taken up in water and extracted with EtOAc. The organic phase is washed with saturated aqueous NaHCO3 solution and then with saturated NaCl solution, dried over magnesium sulfate and then evaporated to dryness. The crude product is pur... The reactants are O (Water), C(C)(C)(C)[Si](Cl)(C)C (tert-Butyldimethylchlorosilane), C(C)(C)N(CC)C(C)C (diisopropylethylamine), BrC1=CC=C(C=C1)S(=O)(=O)CCCO (3-(4-bromophenylsulfonyl)propan-1-ol), C(C)(C)(C)[Si](Cl)(C)C (tert-Butyldimethylchlorosilane), C(C)(C)N(CC)C(C)C (diisopropylethylamine), C(C)(C)(C)[Si](Cl)(C)C (tert-Butyldimethylchlorosilane), C(C)(C)N(CC)C(C)C (diisopropylethylamine). Run in CN(C=O)C (N,N-dimethylformamide). Reaction conditions: time 2.5 hour. The product is BrC1=CC=C(C=C1)S(=O)(=O)CCCO[Si](C)(C)C(C)(C)C ({3-[(4-Bromophenyl)sulfonyl]propoxy}(tert-butyl)dimethylsilane). Yield: 65.2%. Reaction SMILES: [C:1]([Si:5]([CH3:8])([CH3:7])Cl)([CH3:4])([CH3:3])[CH3:2].C(N(C(C)C)CC)(C)C.[Br:18][C:19]1[CH:24]=[CH:23][C:22]([S:25]([CH2:28][CH2:29][CH2:30][OH:31])(=[O:27])=[O:26])=[CH:21][CH:20]=1.O>CN(C)C=O>[Br:18][C:19]1[CH:20]=[CH:21][C:22]([S:25]([CH2:28][CH2:29][CH2:30][O:31][Si:5]([C:1]([CH3:4])([CH3:3])[CH3:2])([CH3:8])[CH3:7])(=[O:26])=[O:27])=[CH:23][CH:24]=1. Reported procedure: tert-Butyldimethylchlorosilane (508 mg) and diisopropylethylamine (587 μL) were added to a solution of 3-(4-bromophenylsulfonyl)propan-1-ol (784 mg) in N,N-dimethylformamide (4 mL), and the mixture was stirred at room temperature for 2.5 hours. tert-Butyldimethylchlorosilane (127 mg) and diisopropylethylamine (147 μL) were added to the reaction solution, and the mixture was stirred at room temperature for further two hours. tert-Butyldimethylchlorosilane (254 mg) and diisopropylethylamine (1.17 ... The reactants are ClC1=C(C=CC=C1)C1CC(=CC(C1)=O)SCC(C)=O (5-(2-chlorophenyl)-3-(2-oxopropylthio)-2-cyclohexen-1-one). Run in C=1(C(=CC=CC1)C)C (xylene). Product: ClC1=C(C=CC=C1)C1CC2=C(C(=CS2)C)C(C1)=O (6-(2-chlorophenyl)-3-methyl-4,5,6,7-tetrahydrobenzothiophene-4-one). The yield is 7.5%. RXN SMILES: [Cl:1][C:2]1[CH:7]=[CH:6][CH:5]=[CH:4][C:3]=1[CH:8]1[CH2:13][C:12](=[O:14])[CH:11]=[C:10]([S:15][CH2:16][C:17](=O)[CH3:18])[CH2:9]1>C1(C)C(C)=CC=CC=1>[Cl:1][C:2]1[CH:7]=[CH:6][CH:5]=[CH:4][C:3]=1[CH:8]1[CH2:13][C:12](=[O:14])[C:11]2[C:17]([CH3:18])=[CH:16][S:15][C:10]=2[CH2:9]1. Procedure details: A solution of 5-(2-chlorophenyl)-3-(2-oxopropylthio)-2-cyclohexen-1-one (1.0 g) in xylene (10 ml) was refluxed for 7.5 days and cooled, and the reaction solution was purified with silica gel column chromatography (EtOAc/hexane) to give oil of 6-(2-chlorophenyl)-3-methyl-4,5,6,7-tetrahydrobenzothiophene-4-one (0.07 g). Reactants: C=C(C)n1c(=O)n(CCC(C)=O)c2ccccc21, CC(C)O, Cl. The product is CC(=O)CCn1c(=O)[nH]c2ccccc21. Reaction SMILES: [CH3:1][C:2](=[CH2:3])[n:4]1[c:5](=[O:18])[n:6]([CH2:13][CH2:14][C:15]([CH3:16])=[O:17])[c:7]2[c:8]1[cH:9][cH:10][cH:11][cH:12]2.[CH3:20][CH:21]([OH:22])[CH3:23].[ClH:19]>>[nH:4]1[c:5](=[O:18])[n:6]([CH2:13][CH2:14][C:15]([CH3:16])=[O:17])[c:7]2[c:8]1[cH:9][cH:10][cH:11][cH:12]2. The reactants are O=C([O-])[O-], BrCc1ccccc1, O=Cc1ccc(O)cc1F, [K+], [K+], CN(C)C=O. Yields the product O=Cc1ccc(OCc2ccccc2)cc1F. As a reaction SMILES: [C:11](=[O:12])([O-:13])[O-:14].[CH2:16]([c:17]1[cH:18][cH:19][cH:20][cH:21][cH:22]1)[Br:23].[F:1][c:2]1[c:3]([CH:4]=[O:5])[cH:6][cH:7][c:8]([OH:10])[cH:9]1.[K+:15].[K+:24].[O:25]=[CH:26][N:27]([CH3:28])[CH3:29]>>[F:1][c:2]1[c:3]([CH:4]=[O:5])[cH:6][cH:7][c:8]([O:10][CH2:16][c:17]2[cH:18][cH:19][cH:20][cH:21][cH:22]2)[cH:9]1. Yields the product BrC1=C(C=C(C=C1)[N+](=O)[O-])CC(=O)OCC (Ethyl (2-bromo-5-nitrophenyl)acetate). Reactants: BrC1=C(C=C(C=C1)[N+](=O)[O-])CC(=O)O ((2-bromo-5-nitrophenyl)acetic acid), S(O)(O)(=O)=O (sulfuric acid), C(C)O (ethanol). RXN SMILES: [Br:1][C:2]1[CH:7]=[CH:6][C:5]([N+:8]([O-:10])=[O:9])=[CH:4][C:3]=1[CH2:11][C:12]([OH:14])=[O:13].S(=O)(=O)(O)O.[CH2:20](O)[CH3:21]>>[Br:1][C:2]1[CH:7]=[CH:6][C:5]([N+:8]([O-:10])=[O:9])=[CH:4][C:3]=1[CH2:11][C:12]([O:14][CH2:20][CH3:21])=[O:13]. Reported procedure: A mixture composed of 5.21 g (20 mmol) of (2-bromo-5-nitrophenyl)acetic acid (Zhumal Organicheskoi Khimii (1974) 10, 92-5), 80 ml of absolute ethanol and 0.1 ml of concentrated sulfuric acid is refluxed for 6 hours. After cooling, the reaction medium is concentrated under vacuum and taken up in ether. This organic phase is washed with saturated NaHCO3 solution and then with water, after which it is dried over Na2SO4. After concentrating under vacuum, 5.54 g of a beige solid are obtained.